The task is: describe an organic reaction: reactants, conditions, products, and yield. This data is from the Open Reaction Database (ORD), a public repository of structured organic reaction records. Reactants: C(C=C)(=O)[O-] (acrylate), C1(=CC=CC=C1)S (benzenethiol), C(C)O (ethanol), C1(=CC=CC=C1)S (benzenethiol), C(CCCCCCCCCCC)SCCC(=O)OC(CSCCCCCCCCCCCC)CSCCCCCCCCCCCC (1,3-bis-(dodecylthio)-2-propyl 3-(dodecylthio)propionate). The solvent is O (water). Yields the product C(C=C)(=O)OC(CSC1=CC=CC=C1)CSC1=CC=CC=C1 (1,3-bis(phenylthio)-2-propyl acrylate), C1(=CC=CC=C1)SCCC(=O)OC(CSC1=CC=CC=C1)CSC1=CC=CC=C1 (1,3-bis-(phenylthio)-2-propyl 3-(phenylthio)propionate). RXN SMILES: C1(S)C=CC=CC=1.[CH2:8]([S:20][CH2:21][CH2:22][C:23]([O:25][CH:26]([CH2:41][S:42][CH2:43][CH2:44][CH2:45][CH2:46][CH2:47][CH2:48]CCCCCC)[CH2:27][S:28][CH2:29][CH2:30][CH2:31][CH2:32][CH2:33][CH2:34]CCCCCC)=[O:24])[CH2:9][CH2:10][CH2:11][CH2:12][CH2:13]CCCCCC.C([O-])(=O)C=C.C(O)C>O>[C:23]([O:25][CH:26]([CH2:27][S:28][C:29]1[CH:30]=[CH:31][CH:32]=[CH:33][CH:34]=1)[CH2:41][S:42][C:43]1[CH:44]=[CH:45][CH:46]=[CH:47][CH:48]=1)(=[O:24])[CH:22]=[CH2:21].[C:8]1([S:20][CH2:21][CH2:22][C:23]([O:25][CH:26]([CH2:27][S:28][C:29]2[CH:30]=[CH:31][CH:32]=[CH:33][CH:34]=2)[CH2:41][S:42][C:43]2[CH:44]=[CH:45][CH:46]=[CH:47][CH:48]=2)=[O:24])[CH:9]=[CH:10][CH:11]=[CH:12][CH:13]=1. Reported procedure: 1,3-bis(phenylthio)-2-propyl acrylate was prepared by using benzenethiol in place of dodecanethiol in the procedures described in Steps (1) and (2) of Example 1. A solution of 15 grams of the acrylate, 5 grams of benzenethiol, and 1 milliliter of "Triton B" in 75 millilters of ethanol was heated under reflux for 51/2 hours. The reaction mixture was allowed to cool and was then poured into water. The oil which precipitated was separated by extraction with toluene. The toluene solution was strippe...